Task: describe an organic reaction: reactants, conditions, products, and yield. Dataset: the Open Reaction Database (ORD), a public repository of structured organic reaction records The reactants are O=C([O-])[O-], CCO, COCCOC, CC(C)n1nc(I)c2c(N)ncnc21, [Na+], [Na+], Cc1cc(O)ccc1B(O)O, c1ccc(P(c2ccccc2)(c2ccccc2)[Pd](P(c2ccccc2)(c2ccccc2)c2ccccc2)(P(c2ccccc2)(c2ccccc2)c2ccccc2)P(c2ccccc2)(c2ccccc2)c2ccccc2)cc1. Product: Cc1cc(O)ccc1-c1nn(C(C)C)c2ncnc(N)c12. Reaction SMILES: [C:26](=[O:27])([O-:28])[O-:29].[CH3:32][CH2:33][OH:34].[CH3:35][O:36][CH2:37][CH2:38][O:39][CH3:40].[I:12][c:13]1[n:14][n:15]([CH:23]([CH3:24])[CH3:25])[c:16]2[n:17][cH:18][n:19][c:20]([NH2:22])[c:21]12.[Na+:30].[Na+:31].[OH:1][c:2]1[cH:3][c:4]([CH3:11])[c:5]([B:8]([OH:9])[OH:10])[cH:6][cH:7]1.[cH:41]1[cH:42][cH:43][c:44]([P:45]([Pd:46]([P:47]([c:48]2[cH:49][cH:50][cH:51][cH:52][cH:53]2)([c:54]2[cH:55][cH:56][cH:57][cH:58][cH:59]2)[c:60]2[cH:61][cH:62][cH:63][cH:64][cH:65]2)([P:66]([c:67]2[cH:68][cH:69][cH:70][cH:71][cH:72]2)([c:73]2[cH:74][cH:75][cH:76][cH:77][cH:78]2)[c:79]2[cH:80][cH:81][cH:82][cH:83][cH:84]2)[P:85]([c:86]2[cH:87][cH:88][cH:89][cH:90][cH:91]2)([c:92]2[cH:93][cH:94][cH:95][cH:96][cH:97]2)[c:98]2[cH:99][cH:100][cH:101][cH:102][cH:103]2)([c:104]2[cH:105][cH:106][cH:107][cH:108][cH:109]2)[c:110]2[cH:111][cH:112][cH:113][cH:114][cH:115]2)[cH:116][cH:117]1>>[OH:1][c:2]1[cH:3][c:4]([CH3:11])[c:5](-[c:13]2[n:14][n:15]([CH:23]([CH3:24])[CH3:25])[c:16]3[n:17][cH:18][n:19][c:20]([NH2:22])[c:21]23)[cH:6][cH:7]1.